This data is from the Open Reaction Database (ORD), a public repository of structured organic reaction records. The task is: describe an organic reaction: reactants, conditions, products, and yield The reactants are CC(C)NCc1cccc2c1C1(CCN(Cc3ccccc3)C1)CN2c1ncnc2c1C(C)CC2O, CO, O=C[O-], [NH4+]. Product: CC(C)NCc1cccc2c1C1(CCNC1)CN2c1ncnc2c1C(C)CC2O. RXN SMILES: [CH2:5]([c:6]1[cH:7][cH:8][cH:9][cH:10][cH:11]1)[N:12]1[CH2:13][C:14]2([CH2:15][N:16]([c:28]3[c:29]4[c:30]([n:31][cH:32][n:33]3)[CH:34]([OH:38])[CH2:35][CH:36]4[CH3:37])[c:17]3[cH:18][cH:19][cH:20][c:21]([CH2:23][NH:24][CH:25]([CH3:26])[CH3:27])[c:22]32)[CH2:39][CH2:40]1.[CH3:41][OH:42].[CH:1]([O-:2])=[O:3].[NH4+:4]>>[NH:12]1[CH2:13][C:14]2([CH2:15][N:16]([c:28]3[c:29]4[c:30]([n:31][cH:32][n:33]3)[CH:34]([OH:38])[CH2:35][CH:36]4[CH3:37])[c:17]3[cH:18][cH:19][cH:20][c:21]([CH2:23][NH:24][CH:25]([CH3:26])[CH3:27])[c:22]32)[CH2:39][CH2:40]1.